This data is from the Open Reaction Database (ORD), a public repository of structured organic reaction records. The task is: describe an organic reaction: reactants, conditions, products, and yield Yield: 52.0%. The solvent is C(OC)COC (dimethoxyethane), O (water). Reaction SMILES: [Si]([O:8][CH2:9][C:10]1([CH3:38])[S:16][CH2:15][CH2:14][N:13]2[C:17]([C:20]3([C:23]4[CH:28]=[CH:27][C:26](B5OC(C)(C)C(C)(C)O5)=[CH:25][CH:24]=4)[CH2:22][CH2:21]3)=[N:18][N:19]=[C:12]2[CH2:11]1)(C(C)(C)C)(C)C.Cl[C:40]1[CH:45]=[C:44](Cl)[N:43]=[CH:42][N:41]=1.[C:47](=O)([O-])[O-:48].[K+].[K+].C(=O)([O-])O.[Na+]>C(COC)OC.O.C1C=CC([P]([Pd]([P](C2C=CC=CC=2)(C2C=CC=CC=2)C2C=CC=CC=2)([P](C2C=CC=CC=2)(C2C=CC=CC=2)C2C=CC=CC=2)[P](C2C=CC=CC=2)(C2C=CC=CC=2)C2C=CC=CC=2)(C2C=CC=CC=2)C2C=CC=CC=2)=CC=1>[CH3:47][O:48][C:44]1[N:43]=[CH:42][N:41]=[C:40]([C:26]2[CH:25]=[CH:24][C:23]([C:20]3([C:17]4[N:13]5[CH2:14][CH2:15][S:16][C:10]([CH2:9][OH:8])([CH3:38])[CH2:11][C:12]5=[N:19][N:18]=4)[CH2:22][CH2:21]3)=[CH:28][CH:27]=2)[CH:45]=1 |f:2.3.4,5.6,^1:68,70,89,108|. Reactants: [Si](C)(C)(C(C)(C)C)OCC1(CC=2N(CCS1)C(=NN2)C2(CC2)C2=CC=C(C=C2)B2OC(C(O2)(C)C)(C)C)C (8-({[Tert-butyl(dimethyl)silyl]oxy}methyl)-8-methyl-3-{1-[4-(4,4,5,5-tetramethyl-1,3,2-dioxaborolan-2-yl)phenyl]cyclopropyl}-5,6,8,9-tetrahydro[1,2,4]triazolo[4,3-d][1,4]thiazepine), ClC1=NC=NC(=C1)Cl (4,6-dichloropyrimidine), C([O-])([O-])=O.[K+].[K+] (potassium carbonate), C(O)([O-])=O.[Na+] (sodium hydrogencarbonate). Run at time 16 hour. Procedure: A solution of the compound (1.39 g, 2.5 mmol) obtained in Example 16-5), 4,6-dichloropyrimidine (1.49 g, 10 mmol), tetrakis(triphenylphosphine)palladium(0) (577 mg, 0.5 mmol), and potassium carbonate (691 mg, 5 mmol) in dimethoxyethane (10 mL) and water (2.5 mL) was stirred at 130° C. for 1.5 h under microwave irradiation. The reaction mixture was cooled to room temperature, saturated aqueous sodium hydrogencarbonate was added to the reaction mixture, the mixture was extracted with dichlorometha... The reagents and catalysts are C=1C=CC(=CC1)[P](C=2C=CC=CC2)(C=3C=CC=CC3)[Pd]([P](C=4C=CC=CC4)(C=5C=CC=CC5)C=6C=CC=CC6)([P](C=7C=CC=CC7)(C=8C=CC=CC8)C=9C=CC=CC9)[P](C=1C=CC=CC1)(C=1C=CC=CC1)C=1C=CC=CC1 (tetrakis(triphenylphosphine)palladium(0)). Yields the product COC1=CC(=NC=N1)C1=CC=C(C=C1)C1(CC1)C1=NN=C2N1CCSC(C2)(C)CO ((3-{1-[4-(6-Methoxypyrimidin-4-yl)phenyl]cyclopropyl}-8-methyl-5,6,8,9-tetrahydro[1,2,4]triazolo[4,3-d][1,4]thiazepin-8-yl)methanol). The reactants are CC(C)(C)OC(=O)N1CCN(c2ncc(C3CC3)cc2C2CC2)CC1, CCOC(C)=O, O=C([O-])O, ClC(Cl)Cl, Cl, [Na+]. As a reaction SMILES: [C:1]([O:2][C:3](=[O:4])[N:8]1[CH2:9][CH2:10][N:11]([c:14]2[n:15][cH:16][c:17]([CH:23]3[CH2:24][CH2:25]3)[cH:18][c:19]2[CH:20]2[CH2:21][CH2:22]2)[CH2:12][CH2:13]1)([CH3:5])([CH3:6])[CH3:7].[C:26]([O:27][CH2:28][CH3:29])(=[O:30])[CH3:31].[C:33](=[O:34])([O-:35])[OH:36].[CH:38]([Cl:39])([Cl:40])[Cl:41].[ClH:32].[Na+:37]>>[NH:8]1[CH2:9][CH2:10][N:11]([c:14]2[n:15][cH:16][c:17]([CH:23]3[CH2:24][CH2:25]3)[cH:18][c:19]2[CH:20]2[CH2:21][CH2:22]2)[CH2:12][CH2:13]1. Yields the product c1nc(N2CCNCC2)c(C2CC2)cc1C1CC1. The reactants are NC=1N=CC2=C(C[C@@H]3CCCN([C@H]3C2)CCC)N1 (trans-(±)-2-amino-6-n-propyl-5,5a,6,7,8,9,9a,10-octahydropyrimido-[4,5-g]quinoline), C(C1=CC=CC=C1)(=O)Cl (benzoyl chloride). The solvent is N1=CC=CC=C1 (pyridine). Product: Cl.Cl.C(C1=CC=CC=C1)(=O)NC=1N=CC2=C(C[C@@H]3CCCN([C@H]3C2)CCC)N1 (trans-(±)-2-benzoylamino-6-n-propyl-5,5a,6,7,8,9,9a,10-octahydropyrimido[4,5-g]quinoline dihydrochloride). Reaction SMILES: [NH2:1][C:2]1[N:3]=[CH:4][C:5]2[CH2:14][C@H:13]3[C@@H:8]([CH2:9][CH2:10][CH2:11][N:12]3[CH2:15][CH2:16][CH3:17])[CH2:7][C:6]=2[N:18]=1.[C:19]([Cl:27])(=[O:26])[C:20]1[CH:25]=[CH:24][CH:23]=[CH:22][CH:21]=1>N1C=CC=CC=1>[ClH:27].[ClH:27].[C:19]([NH:1][C:2]1[N:3]=[CH:4][C:5]2[CH2:14][C@H:13]3[C@@H:8]([CH2:9][CH2:10][CH2:11][N:12]3[CH2:15][CH2:16][CH3:17])[CH2:7][C:6]=2[N:18]=1)(=[O:26])[C:20]1[CH:25]=[CH:24][CH:23]=[CH:22][CH:21]=1 |f:3.4.5|. Procedure: Following the above procedure, trans-(±)-2-amino-6-n-propyl-5,5a,6,7,8,9,9a,10-octahydropyrimido-[4,5-g]quinoline was reacted with benzoyl chloride in pyridine solution. The residue obtained after working up the reaction mixture as indicated above was chromatographed over florisil using chloroform with increasing amounts (0-10%) of methanol as the eluant. Fraction ten contained the desired 2-benzoylamino compound (by TLC). The solvent was removed therefrom in vacuo. The resulting residue was dis... Reactants: COc1ccc2c(c1)C(=O)CC2, CCO, CCCC=O, Cl, [K+], [OH-], O. Yields the product CCCC=C1Cc2ccc(OC)cc2C1=O. RXN SMILES: [CH3:1][O:2][c:3]1[cH:4][cH:5][c:6]2[c:10]([cH:11]1)[C:9](=[O:12])[CH2:8][CH2:7]2.[CH3:21][CH2:22][OH:23].[CH:13]([CH2:14][CH2:15][CH3:16])=[O:17].[ClH:20].[K+:19].[OH-:18].[OH2:24]>>[CH3:1][O:2][c:3]1[cH:4][cH:5][c:6]2[c:10]([cH:11]1)[C:9](=[O:12])[C:8](=[CH:13][CH2:14][CH2:15][CH3:16])[CH2:7]2. Reactants: FC=1C(=NC(=CC1)C)C1=NC=C(C(=C1)NC1=C2C(=NC=C1)C=NN2)C (N-(3′-Fluoro-5,6′-dimethyl-2,2′-bipyridin-4-yl)-1H-pyrazolo[4,3-b]pyridin-7-amine), C(=O)([O-])[O-].[Cs+].[Cs+] (Cs2CO3), CC1OC1 (2-Methyloxirane). Run in CN(C)C=O (DMF). Run at temperature 120 celsius. Yields the product FC=1C(=NC(=CC1)C)C1=NC=C(C(=C1)NC=1C=2C(N=CC1)=CN(N2)C[C@H](C)O)C ((S)-1-(7-(3′-fluoro-5,6′-dimethyl-2,2′-bipyridin-4-ylamino)-2H-pyrazolo[4,3-b]pyridin-2-yl)propan-2-ol). Reaction SMILES: [F:1][C:2]1[C:3]([C:9]2[CH:14]=[C:13]([NH:15][C:16]3[CH:21]=[CH:20][N:19]=[C:18]4[CH:22]=[N:23][NH:24][C:17]=34)[C:12]([CH3:25])=[CH:11][N:10]=2)=[N:4][C:5]([CH3:8])=[CH:6][CH:7]=1.C([O-])([O-])=O.[Cs+].[Cs+].[CH3:32][CH:33]1[CH2:35][O:34]1>CN(C=O)C>[F:1][C:2]1[C:3]([C:9]2[CH:14]=[C:13]([NH:15][C:16]3[C:17]4[C:18](=[CH:22][N:23]([CH2:32][C@@H:33]([OH:34])[CH3:35])[N:24]=4)[N:19]=[CH:20][CH:21]=3)[C:12]([CH3:25])=[CH:11][N:10]=2)=[N:4][C:5]([CH3:8])=[CH:6][CH:7]=1 |f:1.2.3|. Procedure details: N-(3′-Fluoro-5,6′-dimethyl-2,2′-bipyridin-4-yl)-1H-pyrazolo[4,3-b]pyridin-7-amine (374 mg, 1.119 mmol) and Cs2CO3 (364 mg, 1.119 mmol) were stirred in DMF (6 mL) for 10 minutes. 2-Methyloxirane (0.079 mL, 1.119 mmol) was added, the vessel sealed and the mixture was heated in a microwave at 120° C. for 30 minutes. The reaction mixture was cooled and purified by preparative HPLC using a Sunfire Prep 5 μm C18, 75×30 mm column eluting with a gradient of 10-25% acetonitrile (containing 0.035% TFA) in... Reactants: COc1ccc2c(c1)cc(C)n2N, Cc1nc(-c2cccc(F)c2)ncc1C(=O)O, CN(C)C=O. Yields the product COc1ccc2c(c1)cc(C)n2NC(=O)c1cnc(-c2cccc(F)c2)nc1C. As a reaction SMILES: [CH3:18][O:19][c:20]1[cH:21][c:22]2[cH:23][c:24]([CH3:30])[n:25]([NH2:29])[c:26]2[cH:27][cH:28]1.[F:1][c:2]1[cH:3][c:4](-[c:8]2[n:9][cH:10][c:11]([C:15](=[O:16])[OH:17])[c:12]([CH3:14])[n:13]2)[cH:5][cH:6][cH:7]1.[O:31]=[CH:32][N:33]([CH3:34])[CH3:35]>>[F:1][c:2]1[cH:3][c:4](-[c:8]2[n:9][cH:10][c:11]([C:15](=[O:17])[NH:29][n:25]3[c:24]([CH3:30])[cH:23][c:22]4[cH:21][c:20]([O:19][CH3:18])[cH:28][cH:27][c:26]43)[c:12]([CH3:14])[n:13]2)[cH:5][cH:6][cH:7]1. Reactants: C(C)OC(CCCCCCN1N=C(C=C1)C1=C(C=CC=C1)O)=O (7-[3-(2-hydroxyphenyl)pyrazol-1-yl]heptanoic acid ethyl ester), IC (iodomethane), [H-].[Na+] (sodium hydride). Run in C1CCOC1 (THF). Run at time 12 hour. The product is C(C)OC(CCCCCCN1N=C(C=C1)C1=C(C=CC=C1)OC)=O (7-[3-(2-Methoxyphenyl)pyrazol-1-yl]heptanoic acid ethyl ester). The yield is 75.7%. RXN SMILES: [H-].[Na+].[CH2:3]([O:5][C:6](=[O:25])[CH2:7][CH2:8][CH2:9][CH2:10][CH2:11][CH2:12][N:13]1[CH:17]=[CH:16][C:15]([C:18]2[CH:23]=[CH:22][CH:21]=[CH:20][C:19]=2[OH:24])=[N:14]1)[CH3:4].I[CH3:27]>C1COCC1>[CH2:3]([O:5][C:6](=[O:25])[CH2:7][CH2:8][CH2:9][CH2:10][CH2:11][CH2:12][N:13]1[CH:17]=[CH:16][C:15]([C:18]2[CH:23]=[CH:22][CH:21]=[CH:20][C:19]=2[O:24][CH3:27])=[N:14]1)[CH3:4] |f:0.1|. Procedure details: Add sodium hydride (900 mg, 18 mmol, 60% suspension in mineral oil) to a suspension of 7-[3-(2-hydroxyphenyl)pyrazol-1-yl]heptanoic acid ethyl ester (4.73 g, 15 mmol) and iodomethane (1.1 mL, 18 mmol) in THF (70 mL) at 0° C. under nitrogen and warm the mixture to room temperature to stir for 12 hours. Remove the solvent under reduced pressure, dilute the residue with ethyl acetate (150 mL), wash with water (100 mL), and dry over sodium sulfate. Remove the solvent under reduced pressure and purif...